This data is from the Open Reaction Database (ORD), a public repository of structured organic reaction records. The task is: describe an organic reaction: reactants, conditions, products, and yield As a reaction SMILES: [CH2:1]([c:2]1[cH:3][cH:4][cH:5][cH:6][cH:7]1)[N:8]([C:9](=[O:10])[NH:11][c:12]1[cH:13][cH:14][c:15]([C:18](=[O:19])[O:20][CH2:21][CH3:22])[cH:16][cH:17]1)[CH2:23][CH2:24][CH2:25][CH3:26].[CH3:30][CH2:31][OH:32].[ClH:29].[Na+:28].[OH-:27]>>[CH2:1]([c:2]1[cH:3][cH:4][cH:5][cH:6][cH:7]1)[N:8]([C:9](=[O:10])[NH:11][c:12]1[cH:13][cH:14][c:15]([C:18](=[O:19])[OH:20])[cH:16][cH:17]1)[CH2:23][CH2:24][CH2:25][CH3:26]. Product: CCCCN(Cc1ccccc1)C(=O)Nc1ccc(C(=O)O)cc1. Starting materials: CCCCN(Cc1ccccc1)C(=O)Nc1ccc(C(=O)OCC)cc1, CCO, Cl, [Na+], [OH-].